Dataset: the Open Reaction Database (ORD), a public repository of structured organic reaction records. Task: describe an organic reaction: reactants, conditions, products, and yield The reactants are BrC=1C=C(C(=NC1)C=1C=NC(=CC1)OC)[N+](=O)[O-] (5-bromo-6′-methoxy-3-nitro-2,3′-bipyridine), O.O.[Sn](Cl)Cl (tin(II) chloride dihydrate). The solvent is CCOC(=O)C (EtOAc), CCOC(=O)C (EtOAc). Run at temperature 70 celsius, time 19 hour. The product is BrC=1C=C(C(=NC1)C=1C=NC(=CC1)OC)N (5-Bromo-6′-methoxy-2,3′-bipyridin-3-amine). RXN SMILES: [Br:1][C:2]1[CH:3]=[C:4]([N+:16]([O-])=O)[C:5]([C:8]2[CH:9]=[N:10][C:11]([O:14][CH3:15])=[CH:12][CH:13]=2)=[N:6][CH:7]=1.O.O.[Sn](Cl)Cl>CCOC(C)=O>[Br:1][C:2]1[CH:3]=[C:4]([NH2:16])[C:5]([C:8]2[CH:9]=[N:10][C:11]([O:14][CH3:15])=[CH:12][CH:13]=2)=[N:6][CH:7]=1 |f:1.2.3|. Reported procedure: To a stirred mixture of 5-bromo-6′-methoxy-3-nitro-2,3′-bipyridine (0.34 g, 1.10 mmol) in EtOAc (10 mL) was added tin(II) chloride dihydrate (1.26 g, 5.57 mmol) in portions. Upon complete addition of the reducing agent, the mixture was carefully heated to 70° C. After 19 h, the reaction was cooled to rt and diluted with EtOAc, then washed with 1M NaOH, water, and brine. After drying over anhydrous sodium sulfate, filtration, and concentration, the residue was identified as mostly 5-bromo-6′-meth... Run at time 6.5 hour. The product is CC1CCCCCCCC(OCCCCC1)=O (10-methyloxacyclopentadecan-2-one). RXN SMILES: [CH3:1][C:2]1[CH2:16][CH2:15][CH2:14][CH2:13][CH2:12][O:11][C:10](=[O:17])[CH2:9][CH2:8][CH2:7][CH2:6][CH2:5][CH2:4][CH:3]=1>C(O)C.[Pd]>[CH3:1][CH:2]1[CH2:16][CH2:15][CH2:14][CH2:13][CH2:12][O:11][C:10](=[O:17])[CH2:9][CH2:8][CH2:7][CH2:6][CH2:5][CH2:4][CH2:3]1. Yield: 0.1%. Reagents/catalysts: [Pd] (palladium-on-carbon). Procedure details: 1.14 g of 10 percent palladium-on-carbon were added to 13.5 g (57 mol) of 10-methyloxacyclopentadec-9-en 2-one in 60 ml of ethanol and the mixture was subsequently hydrogenated under normal pressure for 6.5 hours. Then, it was suction filtered over Celite and the solution was concentrated, chromatographed and distilled in a bulb-tube. 8.4 g (62%) of 10-methyloxacyclopentadecan-2-one were obtained having the following characteristics: Run in C(C)O (ethanol). The reactants are CC1=CCCCCCCC(OCCCCC1)=O (10-methyloxacyclopentadec-9-en 2-one). Reactants: O=C([O-])[O-], COCCOCCOC, ClCCNCCCl, Cl, Nc1ccccc1OCC(F)(F)F, [I-], [K+], [K+], [NH4+], [Na+], [OH-], O. Yields the product FC(F)(F)COc1ccccc1N1CCNCC1. Reaction SMILES: [C:22](=[O:23])([O-:24])[O-:25].[CH3:33][O:34][CH2:35][CH2:36][O:37][CH2:38][CH2:39][O:40][CH3:41].[Cl:15][CH2:16][CH2:17][NH:18][CH2:19][CH2:20][Cl:21].[ClH:14].[F:1][C:2]([CH2:3][O:4][c:5]1[c:6]([NH2:7])[cH:8][cH:9][cH:10][cH:11]1)([F:12])[F:13].[I-:29].[K+:26].[K+:27].[NH4+:30].[Na+:28].[OH-:31].[OH2:32]>>[F:1][C:2]([CH2:3][O:4][c:5]1[c:6]([N:7]2[CH2:16][CH2:17][NH:18][CH2:19][CH2:20]2)[cH:8][cH:9][cH:10][cH:11]1)([F:12])[F:13]. Starting materials: ClP(Cl)CCCc1ccccc1, BrCCc1ccccc1. Yields the product ClP(Cl)CCc1ccccc1. RXN SMILES: [c:10]1([CH2:11][CH2:12][CH2:13][P:19]([Cl:20])[Cl:21])[cH:14][cH:15][cH:16][cH:17][cH:18]1.[c:1]1([CH2:7][CH2:8][Br:9])[cH:2][cH:3][cH:4][cH:5][cH:6]1>>[c:1]1([CH2:7][CH2:8][P:19]([Cl:20])[Cl:21])[cH:2][cH:3][cH:4][cH:5][cH:6]1. The reactants are CC(=O)O, CN1CCC2CCc3ccncc3C21, CCCCCCCCI. Yields the product CCCCCCCC[n+]1ccc2c(c1)C1C(CC2)CCN1C, [I-]. As a reaction SMILES: [C:24]([OH:25])(=[O:26])[CH3:27].[CH3:1][N:2]1[CH2:3][CH2:4][CH:5]2[CH2:6][CH2:7][c:8]3[cH:9][cH:10][n:11][cH:12][c:13]3[CH:14]12.[I:15][CH2:16][CH2:17][CH2:18][CH2:19][CH2:20][CH2:21][CH2:22][CH3:23]>>[CH3:1][N:2]1[CH2:3][CH2:4][CH:5]2[CH2:6][CH2:7][c:8]3[cH:9][cH:10][n+:11]([CH2:16][CH2:17][CH2:18][CH2:19][CH2:20][CH2:21][CH2:22][CH3:23])[cH:12][c:13]3[CH:14]12.[I-:15]. Starting materials: CN(C)CC=CC(=O)O, Clc1ccc(Nc2ncnc3oc4c(c23)CCNC4)cc1Cl, Cl. Product: CN(C)CC=CC(=O)N1CCc2c(oc3ncnc(Nc4ccc(Cl)c(Cl)c4)c23)C1. RXN SMILES: [CH3:24][N:25]([CH2:26][CH:27]=[CH:28][C:29](=[O:30])[OH:31])[CH3:32].[Cl:1][c:2]1[cH:3][c:4]([NH:9][c:10]2[c:11]3[c:12]([n:13][cH:14][n:15]2)[o:16][c:17]2[c:18]3[CH2:19][CH2:20][NH:21][CH2:22]2)[cH:5][cH:6][c:7]1[Cl:8].[ClH:23]>>[Cl:1][c:2]1[cH:3][c:4]([NH:9][c:10]2[c:11]3[c:12]([n:13][cH:14][n:15]2)[o:16][c:17]2[c:18]3[CH2:19][CH2:20][N:21]([C:29]([CH:28]=[CH:27][CH2:26][N:25]([CH3:24])[CH3:32])=[O:30])[CH2:22]2)[cH:5][cH:6][c:7]1[Cl:8]. Starting materials: O=C(n1ccnc1)n1ccnc1, CN(C)CCCCCCN, O=C(O)c1ccc(-c2nnc(CSCCOc3ccccc3)o2)cc1. Yields the product CN(C)CCCCCCNC(=O)c1ccc(-c2nnc(CSCCOc3ccccc3)o2)cc1. As a reaction SMILES: [C:26]([n:27]1[cH:28][cH:29][n:30][cH:31]1)([n:32]1[cH:33][cH:34][n:35][cH:36]1)=[O:37].[CH3:38][N:39]([CH2:40][CH2:41][CH2:42][CH2:43][CH2:44][CH2:45][NH2:46])[CH3:47].[O:1]([c:2]1[cH:3][cH:4][cH:5][cH:6][cH:7]1)[CH2:8][CH2:9][S:10][CH2:11][c:12]1[n:13][n:14][c:15](-[c:17]2[cH:18][cH:19][c:20]([C:21](=[O:22])[OH:23])[cH:24][cH:25]2)[o:16]1>>[O:1]([c:2]1[cH:3][cH:4][cH:5][cH:6][cH:7]1)[CH2:8][CH2:9][S:10][CH2:11][c:12]1[n:13][n:14][c:15](-[c:17]2[cH:18][cH:19][c:20]([C:21](=[O:23])[NH:46][CH2:45][CH2:44][CH2:43][CH2:42][CH2:41][CH2:40][N:39]([CH3:38])[CH3:47])[cH:24][cH:25]2)[o:16]1. Starting materials: OC(C)C1C(NC1C#C[Si](C)(C)C)=O (3-(1-hydroxyethyl)-4-(2-trimethylsilylethynyl)-2-azetidinone), solution, [F-].C(CCC)[N+](CCCC)(CCCC)CCCC (tetrabutylammonium fluoride). Run in C1CCOC1 (THF), C1CCOC1 (THF). Run at time 2 hour. Product: C(#C)C1C(C(N1)=O)C(C)O (4-ethynyl-3-(1-hydroxyethyl)-2-azetidinone). The yield is 91.0%. RXN SMILES: [OH:1][CH:2]([CH:4]1[CH:7]([C:8]#[C:9][Si](C)(C)C)[NH:6][C:5]1=[O:14])[CH3:3].[F-].C([N+](CCCC)(CCCC)CCCC)CCC>C1COCC1>[C:8]([CH:7]1[NH:6][C:5](=[O:14])[CH:4]1[CH:2]([OH:1])[CH3:3])#[CH:9] |f:1.2|. Procedure details: To a solution of 578 mg (2.74 mmol) of 3-(1-hydroxyethyl)-4-(2-trimethylsilylethynyl)-2-azetidinone, which was prepared according to T. Chiba and T. Nakai [Chem. Lett., 651 (1985)], in 5 ml of THF, 4 ml (4 mmol) of a 1M solution of tetrabutylammonium fluoride in THF was added. After stirring at room temperature for 2 hours, 10 g of silica-gel was added, the solvent was distilled away and the resultant was eluted with diethyl ether. The eluent was concentrated and purified with 10 g of silica-gel... Starting materials: CC1=C(N=C(O1)C1=CC=C(C(=O)OC)C=C1)CS(=O)(=O)C1=CC=C(C=C1)CCN1CCOCC1 (methyl 4-(5-methyl-4-((4-(2-morpholinoethyl)phenylsulfonyl)methyl)oxazol-2-yl)benzoate), Cl (hydrochloric acid). Product: Cl.CC1=C(N=C(O1)C1=CC=C(C(=O)O)C=C1)CS(=O)(=O)C1=CC=C(C=C1)CCN1CCOCC1 (4-(5-methyl-4-((4-(2-morpholinoethyl)phenylsulfonyl)methyl)oxazol-2-yl)benzoic acid hydrochloride). Isolated yield 96.0%. Reaction SMILES: [CH3:1][C:2]1[O:6][C:5]([C:7]2[CH:16]=[CH:15][C:10]([C:11]([O:13]C)=[O:12])=[CH:9][CH:8]=2)=[N:4][C:3]=1[CH2:17][S:18]([C:21]1[CH:26]=[CH:25][C:24]([CH2:27][CH2:28][N:29]2[CH2:34][CH2:33][O:32][CH2:31][CH2:30]2)=[CH:23][CH:22]=1)(=[O:20])=[O:19].[ClH:35]>>[ClH:35].[CH3:1][C:2]1[O:6][C:5]([C:7]2[CH:16]=[CH:15][C:10]([C:11]([OH:13])=[O:12])=[CH:9][CH:8]=2)=[N:4][C:3]=1[CH2:17][S:18]([C:21]1[CH:26]=[CH:25][C:24]([CH2:27][CH2:28][N:29]2[CH2:34][CH2:33][O:32][CH2:31][CH2:30]2)=[CH:23][CH:22]=1)(=[O:19])=[O:20] |f:2.3|. Procedure details: A solution of methyl 4-(5-methyl-4-((4-(2-morpholinoethyl)phenylsulfonyl)methyl)oxazol-2-yl)benzoate (600 mg, 1.24 mmol, 1.00 equiv) in 6N hydrochloric acid (30 mL) was refluxed for 8 h. The reaction mixture was cooled to room temperature and concentrated under vacuum to give 0.6 g (96%) of 4-(5-methyl-4-((4-(2-morpholinoethyl)phenylsulfonyl)methyl)oxazol-2-yl)benzoic acid hydrochloride as a white solid. Starting materials: C([O-])([O-])=O.[K+].[K+] (potassium carbonate), BrC1=C(NC=2C1=NC=CC2)C(=O)OCC (ethyl 3-bromo-1H-pyrrolo[3,2-b]pyridine-2-carboxylate), [N+](=O)([O-])C1=CC=C(C=C1)B(O)O (4-nitrophenylboronic acid). The reagents and catalysts are C1(=CC=CC=C1)P(C1=CC=CC=C1)C1=CC=CC=C1.C1(=CC=CC=C1)P(C1=CC=CC=C1)C1=CC=CC=C1.C1(=CC=CC=C1)P(C1=CC=CC=C1)C1=CC=CC=C1.C1(=CC=CC=C1)P(C1=CC=CC=C1)C1=CC=CC=C1.[Pd] (palladium tetrakis(triphenylphosphine)). Run in O1CCOCC1 (dioxane). The product is [N+](=O)([O-])C1=CC=C(C=C1)C1=C(NC=2C1=NC=CC2)C(=O)OCC (ethyl 3-(4-nitrophenyl)-1H-pyrrolo[3,2-b]pyridine-2-carboxylate). The yield is 22.5%. Reaction SMILES: C(=O)([O-])[O-].[K+].[K+].Br[C:8]1[C:12]2=[N:13][CH:14]=[CH:15][CH:16]=[C:11]2[NH:10][C:9]=1[C:17]([O:19][CH2:20][CH3:21])=[O:18].[N+:22]([C:25]1[CH:30]=[CH:29][C:28](B(O)O)=[CH:27][CH:26]=1)([O-:24])=[O:23]>O1CCOCC1.C1(P(C2C=CC=CC=2)C2C=CC=CC=2)C=CC=CC=1.C1(P(C2C=CC=CC=2)C2C=CC=CC=2)C=CC=CC=1.C1(P(C2C=CC=CC=2)C2C=CC=CC=2)C=CC=CC=1.C1(P(C2C=CC=CC=2)C2C=CC=CC=2)C=CC=CC=1.[Pd]>[N+:22]([C:25]1[CH:30]=[CH:29][C:28]([C:8]2[C:12]3=[N:13][CH:14]=[CH:15][CH:16]=[C:11]3[NH:10][C:9]=2[C:17]([O:19][CH2:20][CH3:21])=[O:18])=[CH:27][CH:26]=1)([O-:24])=[O:23] |f:0.1.2,6.7.8.9.10|. Reported procedure: 3 g of potassium carbonate and 0.8 g of palladium tetrakis(triphenylphosphine) are added to a solution of 2 g of ethyl 3-bromo-1H-pyrrolo[3,2-b]pyridine-2-carboxylate and 1.5 g of 4-nitrophenylboronic acid in 50 ml of dioxane. The mixture is refluxed for 20 hours, and then filtered. The filtrate is concentrated under reduced pressure and the residue is purified by chromatography on a silica column, elution being carried out with a mixture of cyclohexane and ethyl acetate (50/50 by volume), to gi...